Dataset: the Open Reaction Database (ORD), a public repository of structured organic reaction records. Task: describe an organic reaction: reactants, conditions, products, and yield Starting materials: CC(C)(C)OC(=O)N1CCN(c2ccc(OCCCCl)cc2)CC1, O=C([O-])[O-], C1CCNCC1, CCC(C)=O, [I-], [K+], [K+], [K+]. The product is CC(C)(C)OC(=O)N1CCN(c2ccc(OCCCN3CCCCC3)cc2)CC1. As a reaction SMILES: [C:1]([CH3:2])([CH3:3])([CH3:4])[O:5][C:6](=[O:7])[N:8]1[CH2:9][CH2:10][N:11]([c:14]2[cH:15][cH:16][c:17]([O:20][CH2:21][CH2:22][CH2:23][Cl:24])[cH:18][cH:19]2)[CH2:12][CH2:13]1.[C:31](=[O:32])([O-:33])[O-:34].[CH2:25]1[CH2:26][CH2:27][NH:28][CH2:29][CH2:30]1.[CH3:39][CH2:40][C:41](=[O:42])[CH3:43].[I-:38].[K+:35].[K+:36].[K+:37]>>[C:1]([CH3:2])([CH3:3])([CH3:4])[O:5][C:6](=[O:7])[N:8]1[CH2:9][CH2:10][N:11]([c:14]2[cH:15][cH:16][c:17]([O:20][CH2:21][CH2:22][CH2:23][N:28]3[CH2:27][CH2:26][CH2:25][CH2:30][CH2:29]3)[cH:18][cH:19]2)[CH2:12][CH2:13]1.